From a dataset of the Open Reaction Database (ORD), a public repository of structured organic reaction records. describe an organic reaction: reactants, conditions, products, and yield Starting materials: C(CC)Br (1-propyl bromide), COC(=O)C=1C=2C=NNC2C=C(C1)Br (6-bromo-1H-indazole-4-carboxylic acid methyl ester). Run at temperature 40 celsius. The product is title compounds, COC(=O)C=1C=2C=NN(C2C=C(C1)Br)CCC (6-bromo-1-propyl-1H-indazole-4-carboxylic acid methyl ester), COC(=O)C=1C2=CN(N=C2C=C(C1)Br)CCC (6-bromo-2-propyl-2H-indazole-4-carboxylic acid methyl ester). The yield is 20.0%. As a reaction SMILES: [CH3:1][O:2][C:3]([C:5]1[C:6]2[CH:7]=[N:8][NH:9][C:10]=2[CH:11]=[C:12]([Br:14])[CH:13]=1)=[O:4].[CH2:15](Br)[CH2:16][CH3:17]>>[CH3:1][O:2][C:3]([C:5]1[C:6]2[CH:7]=[N:8][N:9]([CH2:15][CH2:16][CH3:17])[C:10]=2[CH:11]=[C:12]([Br:14])[CH:13]=1)=[O:4].[CH3:1][O:2][C:3]([C:5]1[C:6]2[C:10]([CH:11]=[C:12]([Br:14])[CH:13]=1)=[N:9][N:8]([CH2:15][CH2:16][CH3:17])[CH:7]=2)=[O:4]. Procedure details: The title compounds were prepared in the same manner as described for example 42 (step a) from 6-bromo-1H-indazole-4-carboxylic acid methyl ester (3.0 g, 11.66 mmol) and 1-propyl bromide (1.59 g, 12.94 mmol) wherein the contents were heated at 40° C. for 30 min. The obtained crude products were purified by silica gel chromatography (eluent: 10% ethyl acetate in petroleum ether) to afford the title compounds 6-bromo-1-propyl-1H-indazole-4-carboxylic acid methyl ester (700 mg, 20%) and undesired i... The reactants are BrC1=CC=C(C=C1)C(CCC(=O)OC)=O (4-(4-bromo-phenyl)-4-oxo-butyric acid, methyl ester), C([O-])([O-])=O.[Na+].[Na+] (sodium carbonate), ClC=1C=C(C=CC1Cl)B(O)O ((3,4-dichloro-phenyl)boronic acid). The reagents and catalysts are C=1C=CC(=CC1)[P](C=2C=CC=CC2)(C=3C=CC=CC3)[Pd]([P](C=4C=CC=CC4)(C=5C=CC=CC5)C=6C=CC=CC6)([P](C=7C=CC=CC7)(C=8C=CC=CC8)C=9C=CC=CC9)[P](C=1C=CC=CC1)(C=1C=CC=CC1)C=1C=CC=CC1 (tetrakis(triphenylphosphine)palladium(0)). Run in C1(=CC=CC=C1)C (toluene). Product: ClC=1C=C(C=CC1Cl)C1=CC=C(C=C1)C(CCC(=O)OC)=O (4-(3′,4′-Dichloro-biphenyl-4-yl)-4-oxo-butyric acid, methyl ester). RXN SMILES: [Cl:1][C:2]1[CH:3]=[C:4](B(O)O)[CH:5]=[CH:6][C:7]=1[Cl:8].Br[C:13]1[CH:18]=[CH:17][C:16]([C:19](=[O:26])[CH2:20][CH2:21][C:22]([O:24][CH3:25])=[O:23])=[CH:15][CH:14]=1.C(=O)([O-])[O-].[Na+].[Na+]>C1(C)C=CC=CC=1.C1C=CC([P]([Pd]([P](C2C=CC=CC=2)(C2C=CC=CC=2)C2C=CC=CC=2)([P](C2C=CC=CC=2)(C2C=CC=CC=2)C2C=CC=CC=2)[P](C2C=CC=CC=2)(C2C=CC=CC=2)C2C=CC=CC=2)(C2C=CC=CC=2)C2C=CC=CC=2)=CC=1>[Cl:1][C:2]1[CH:3]=[C:4]([C:13]2[CH:14]=[CH:15][C:16]([C:19](=[O:26])[CH2:20][CH2:21][C:22]([O:24][CH3:25])=[O:23])=[CH:17][CH:18]=2)[CH:5]=[CH:6][C:7]=1[Cl:8] |f:2.3.4,^1:43,45,64,83|. Procedure: In a manner similar to Example 12, Step (b), (3,4-dichloro-phenyl)boronic acid (1.0569 g, 0.005539 mol) was allowed to react with 4-(4-bromo-phenyl)-4-oxo-butyric acid, methyl ester (1.3636 g, 0.005019 mol) in the presence of tetrakis(triphenylphosphine)palladium(0) (0.1054 g, 0.0000912 mol) and 2.0 M aqueous sodium carbonate (5.5 mL, 0.011 mol) in toluene (11 mL) to give, after chromatography on silica gel (270 g, 230-400 mesh), eluting with hexanes-acetone (7:1) 1.432 g of 4-(3′,4′-dichloro-bi... Run in O1CCOCC1 (dioxane), O (water), O (water). Yield: 136.9%. Procedure: To a solution of (5-amino-2-chlorophenyl)methanol (Aldrich, 500 mg, 3.17 mmol) in a mixture of dioxane (7.5 mL), water (7.5 mL) was added sodium carbonate (336 mg, 3.17 mmol) previously dissolved in 4 mL of water. Solution was stirred and cooled in an ice bath. Boc-anhydride (Aldrich, 692 mg, 3.17 mmol) was added in one portion, and stirring was continued at room temperature for 3 h. Dioxane was removed in vacuo conditions and the aqueous layer chilled, covered with a layer of ethyl acetate, and... The product is ClC1=C(C=C(C=C1)NC(OC(C)(C)C)=O)CO (1,1-dimethylethyl [4-chloro-3-(hydroxymethyl)phenyl]carbamate). Reaction SMILES: [NH2:1][C:2]1[CH:3]=[CH:4][C:5]([Cl:10])=[C:6]([CH2:8][OH:9])[CH:7]=1.[C:11](=[O:14])([O-])[O-:12].[Na+].[Na+]>O1CCOCC1.O>[Cl:10][C:5]1[CH:4]=[CH:3][C:2]([NH:1][C:11](=[O:14])[O:12][C:6]([CH3:8])([CH3:7])[CH3:5])=[CH:7][C:6]=1[CH2:8][OH:9] |f:1.2.3|. The reactants are NC=1C=CC(=C(C1)CO)Cl ((5-amino-2-chlorophenyl)methanol), C([O-])([O-])=O.[Na+].[Na+] (sodium carbonate), Boc-anhydride. Run at time 3 hour. The reactants are ClC=1C=C2C=C(C(NC2=C(C1)C)C(F)(F)F)C(=O)OCC (Ethyl 6-chloro-8-methyl-2-(trifluoromethyl)-1,2-dihydroquinoline-3-carboxylate), C(C)OCC (Diethyl ether), [OH-].[Li+] (Lithium hydroxide), Cl (hydrochloric acid). The solvent is CO.O1CCCC1.O (methanol tetrahydrofuran water). Yields the product ClC=1C=C2C=C(C(NC2=C(C1)C)C(F)(F)F)C(=O)O (6-chloro-8-methyl-2-(trifluoromethyl)-1,2-dihydroquinoline-3-carboxylic acid). Yield: 2627.5%. RXN SMILES: [Cl:1][C:2]1[CH:3]=[C:4]2[C:9](=[C:10]([CH3:12])[CH:11]=1)[NH:8][CH:7]([C:13]([F:16])([F:15])[F:14])[C:6]([C:17]([O:19]CC)=[O:18])=[CH:5]2.[OH-].[Li+].Cl.C(OCC)C>CO.O1CCCC1.O>[Cl:1][C:2]1[CH:3]=[C:4]2[C:9](=[C:10]([CH3:12])[CH:11]=1)[NH:8][CH:7]([C:13]([F:16])([F:14])[F:15])[C:6]([C:17]([OH:19])=[O:18])=[CH:5]2 |f:1.2,5.6.7|. Reported procedure: Ethyl 6-chloro-8-methyl-2-(trifluoromethyl)-1,2-dihydroquinoline-3-carboxylate (4.5, 0.51 mmol) was suspended in methanol-tetrahydrofuran-water (50 mL, 7:2:1). Lithium hydroxide (1.70 g, 42.3 mmol) was added, and the mixture was gently heated to reflux for two hours. The reaction was cooled to room temperature and 1 N aqueous hydrochloric acid added until pH=1. The organic solvent was removed in vauco to afford a suspension of a crude yellow solid. Diethyl ether (200 mL) was added, and the solut... The reactants are ClC1=NN(C(=C1)C1=NC2=C(C(O1)=O)C=C(C=C2C)C#N)C2=NC=CC=C2Cl (2-[3-chloro-1-(3-chloro-2-pyridinyl)-1H-pyrazol-5-yl]-6-cyano-8-methyl-4H-3,1-benzoxazin-4-one), ClC1=NN(C(=C1)C1=NC2=C(C(O1)=O)C=C(C=C2C)C#N)C2=NC=CC=C2Cl (2-[3-chloro-1-(3-chloro-2-pyridinyl)-1H-pyrazol-5-yl]-6-cyano-8-methyl-4H-3,1-benzoxazin-4-one), O1CCCC1 (tetrahydrofuran), [OH-].[NH4+] (ammonium hydroxide). Reaction conditions: time 5 minute. The product is ClC1=NN(C(=C1)C(=O)NC1=C(C=C(C=C1C(=O)N)C#N)C)C1=NC=CC=C1Cl (3-chloro-1-(3-chloro-2-pyridinyl)-N-[4-cyano-2-methyl-6-(aminocarbonyl)phenyl]-1H-pyrazole-5-carboxamide). RXN SMILES: [Cl:1][C:2]1[CH:6]=[C:5]([C:7]2[O:12][C:11](=[O:13])[C:10]3[CH:14]=[C:15]([C:19]#[N:20])[CH:16]=[C:17]([CH3:18])[C:9]=3[N:8]=2)[N:4]([C:21]2[C:26]([Cl:27])=[CH:25][CH:24]=[CH:23][N:22]=2)[N:3]=1.O1CCCC1.[OH-].[NH4+:34]>>[Cl:1][C:2]1[CH:6]=[C:5]([C:7]([NH:8][C:9]2[C:10]([C:11]([NH2:34])=[O:13])=[CH:14][C:15]([C:19]#[N:20])=[CH:16][C:17]=2[CH3:18])=[O:12])[N:4]([C:21]2[C:26]([Cl:27])=[CH:25][CH:24]=[CH:23][N:22]=2)[N:3]=1 |f:2.3|. Reported procedure: To a solution of 2-[3-chloro-1-(3-chloro-2-pyridinyl)-1H-pyrazol-5-yl]-6-cyano-8-methyl-4H-3,1-benzoxazin-4-one (i.e. the cyano-benzoxazinone product of Example 3, Step F) (100 mg, 0.25 mmol) tetrahydrofuran (5 mL) was added dropwise ammonium hydroxide (0.5 mL, 12.8 mmol) at room temperature. The reaction mixture was then stirred for five minutes, at which point thin layer chromatography on silica gel confirmed completion of the reaction. The tetrahydrofuran solvent was evaporated under reduced ... Reactants: CO, Cl, CC(C)(C)OC(=O)n1cc(C=O)c2cc(F)ccc21, NC(=O)c1[nH]cnc1N. Product: CC(C)(C)OC(=O)n1cc(CNc2nc[nH]c2C(N)=O)c2cc(F)ccc21. As a reaction SMILES: [CH3:30][OH:31].[ClH:1].[F:11][c:12]1[cH:13][c:14]2[c:15]([CH:28]=[O:29])[cH:16][n:17]([C:21](=[O:22])[O:23][C:24]([CH3:25])([CH3:26])[CH3:27])[c:18]2[cH:19][cH:20]1.[NH2:2][c:3]1[n:4][cH:5][nH:6][c:7]1[C:8](=[O:9])[NH2:10]>>[NH:2]([c:3]1[n:4][cH:5][nH:6][c:7]1[C:8](=[O:9])[NH2:10])[CH2:28][c:15]1[c:14]2[cH:13][c:12]([F:11])[cH:20][cH:19][c:18]2[n:17]([C:21](=[O:22])[O:23][C:24]([CH3:25])([CH3:26])[CH3:27])[cH:16]1. Reactants: NC=1C=2N(C=C(C1)C(=O)N)C(=C(N2)C)C(=O)OCC (Ethyl 8-amino-6-(aminocarbonyl)-2-methylimidazo[1,2-a]pyridine-3-carboxylate), C(C)C1=C(CCl)C(=CC=C1)C (2-ethyl-6-methylbenzylchloride), C([O-])([O-])=O.[Na+].[Na+] (sodium carbonate), [I-].[Na+] (sodium iodide). Run in CC(=O)C (acetone), C(Cl)Cl (Methylene chloride). The product is NC(=O)C=1C=C(C=2N(C1)C(=C(N2)C)C(=O)OCC)NCC2=C(C=CC=C2C)CC (ethyl 6-(aminocarbonyl)-8-(2-ethyl-6-methylbenzylamino)-2-methylimidazo[1,2-a]pyridine-3-carboxylate). Yield: 56.0%. As a reaction SMILES: [NH2:1][C:2]1[C:3]2[N:4]([C:11]([C:15]([O:17][CH2:18][CH3:19])=[O:16])=[C:12]([CH3:14])[N:13]=2)[CH:5]=[C:6]([C:8]([NH2:10])=[O:9])[CH:7]=1.[CH2:20]([C:22]1[CH:29]=[CH:28][CH:27]=[C:26]([CH3:30])[C:23]=1[CH2:24]Cl)[CH3:21].C(=O)([O-])[O-].[Na+].[Na+].[I-].[Na+]>C(Cl)Cl.CC(C)=O>[NH2:10][C:8]([C:6]1[CH:7]=[C:2]([NH:1][CH2:24][C:23]2[C:26]([CH3:30])=[CH:27][CH:28]=[CH:29][C:22]=2[CH2:20][CH3:21])[C:3]2[N:4]([C:11]([C:15]([O:17][CH2:18][CH3:19])=[O:16])=[C:12]([CH3:14])[N:13]=2)[CH:5]=1)=[O:9] |f:2.3.4,5.6|. Procedure: Ethyl 8-amino-6-(aminocarbonyl)-2-methylimidazo[1,2-a]pyridine-3-carboxylate (0.41 g, 1.6 mmol), 2-ethyl-6-methylbenzylchloride, sodium carbonate (0.7 g, 6.6 mmol), sodium iodide (0.15 g, 1.0 mmol) and acetone (20 ml) were refluxed for 44 h. Methylene chloride was added and the solids were removed by filtration. The filtrate was evaporated under reduced pressure and purification of the residue by column chromatography on silica gel eluting with methylene chloride:methanol (100:4) gave 0.35 g (56... The reactants are [N+](=O)([O-])C1=CC=CC=2C(C3=CC=C(C=C3C(C12)=O)[N+](=O)[O-])=O (1,7-dinitroanthraquinone), N (ammonia). The solvent is O (water). Product: NC1=CC=CC=2C(C3=CC=C(C=C3C(C12)=O)[N+](=O)[O-])=O (1-amino-7-nitroanthraquinone). The yield is 90.0%. RXN SMILES: [N+:1]([C:4]1[C:17]2[C:16](=[O:18])[C:15]3[C:10](=[CH:11][CH:12]=[C:13]([N+:19]([O-:21])=[O:20])[CH:14]=3)[C:9](=[O:22])[C:8]=2[CH:7]=[CH:6][CH:5]=1)([O-])=O.N>O>[NH2:1][C:4]1[C:17]2[C:16](=[O:18])[C:15]3[C:10](=[CH:11][CH:12]=[C:13]([N+:19]([O-:21])=[O:20])[CH:14]=3)[C:9](=[O:22])[C:8]=2[CH:7]=[CH:6][CH:5]=1. Procedure details: A suspension of 317 g of 1,7-dinitroanthraquinone (94%) in 2 liters of water was stirred with 340 g of ammonia (molar ratio 20 : 1; pressure 40 atms) in an autoclave for a period of 2 hours at a temperature of 180° C. After venting, the reaction mixture was filtered under suction at room temperature. The mother liquor was recycled, whilst the residue was dried. Yield: 274 g of a 90% 1-amino-7-nitroanthraquinone (92% of the theoretical yield). The reactants are BrN1C(CCC1=O)=O (N-bromosuccinimide), ClC1=C(N)C=CC=C1N(C)C (2-chloro-3-dimethylaminoaniline), ice water. Run in CN(C)C=O (DMF), CN(C)C=O (DMF). Run at temperature 0 celsius, time 48 hour. Yields the product BrC1=C(N)C(=C(C=C1)N(C)C)Cl (2-bromo-6-chloro-5-dimethylaminoaniline). The yield is 93.5%. As a reaction SMILES: [Cl:1][C:2]1[C:8]([N:9]([CH3:11])[CH3:10])=[CH:7][CH:6]=[CH:5][C:3]=1[NH2:4].[Br:12]N1C(=O)CCC1=O>CN(C=O)C>[Br:12][C:5]1[CH:6]=[CH:7][C:8]([N:9]([CH3:11])[CH3:10])=[C:2]([Cl:1])[C:3]=1[NH2:4]. Procedure: 12.8 g of 2-chloro-3-dimethylaminoaniline is dissolved in 180 ml of DMF and stirred at 0° C. A solution of 13.4 g of N-bromosuccinimide in 80 ml of DMF is slowly added dropwise, so that the temperature does not rise above 2° C. The mixture is stirred for 5 hours at 0° C. and then at RT. After 48 hours, 700 ml of ice-water is added. The white precipitate is filtered off and the aqueous phase is extracted three times with 200 ml of diethyl ether. The organic phases are dried, filtered, and evapora...